Dataset: the Open Reaction Database (ORD), a public repository of structured organic reaction records. Task: describe an organic reaction: reactants, conditions, products, and yield The reactants are CS(C)=O, C[S+](C)(C)=O, CC(C)=C1C(=O)Nc2ccc(F)cc21, [H-], [I-], [Na+], C1CCOC1, O. The product is CC1(C)CC12C(=O)Nc1ccc(F)cc12. Reaction SMILES: [CH3:24][S:25](=[O:26])[CH3:27].[CH3:4][S+:5]([CH3:6])([CH3:7])=[O:8].[F:9][c:10]1[cH:11][c:12]2[c:16]([cH:17][cH:18]1)[NH:15][C:14](=[O:19])[C:13]2=[C:20]([CH3:21])[CH3:22].[H-:2].[I-:3].[Na+:1].[O:28]1[CH2:29][CH2:30][CH2:31][CH2:32]1.[OH2:23]>>[CH3:4][C:20]1([CH3:22])[C:13]2([c:12]3[cH:11][c:10]([F:9])[cH:18][cH:17][c:16]3[NH:15][C:14]2=[O:19])[CH2:21]1. Starting materials: ClCCOC1=CC=CC=C1 (1-(2-chloroethoxy)benzene), COC1=CC=C(C(=O)Cl)C=C1 (4-methoxybenzoyl chloride), [Al+3].[Cl-].[Cl-].[Cl-] (AlCl3). The solvent is C(Cl)Cl (CH2Cl2), C(Cl)Cl (CH2Cl2). Reaction conditions: temperature 0 celsius, time 1 hour. Product: ClCCOC1=CC=C(C=C1)C(=O)C1=CC=C(C=C1)OC ((4-(2-chloroethoxy)phenyl)(4-methoxyphenyl)methanone). Yield: 95.4%. RXN SMILES: [Cl:1][CH2:2][CH2:3][O:4][C:5]1[CH:10]=[CH:9][CH:8]=[CH:7][CH:6]=1.[CH3:11][O:12][C:13]1[CH:21]=[CH:20][C:16]([C:17](Cl)=[O:18])=[CH:15][CH:14]=1.[Al+3].[Cl-].[Cl-].[Cl-]>C(Cl)Cl>[Cl:1][CH2:2][CH2:3][O:4][C:5]1[CH:10]=[CH:9][C:8]([C:17]([C:16]2[CH:20]=[CH:21][C:13]([O:12][CH3:11])=[CH:14][CH:15]=2)=[O:18])=[CH:7][CH:6]=1 |f:2.3.4.5|. Procedure: To a stirred solution of 1-(2-chloroethoxy)benzene (48 g, 1.0 eq) in 400 mL CH2Cl2 at 0° C. was added dropwise a solution of 4-methoxybenzoyl chloride (62 g, 1.2 eq) and AlCl3 (49 g, 1.2 eq) in 400 mL CH2Cl2 while maintaining the temperature at 0° C. After the addition, the reaction was stirred at rt for 1 h. Then added ice water to quench the reaction and extracted with CH2Cl2. The extract was washed with brine, dried and evaporated in vacuo. Hexane (500 mL) was added to the residue, cooled to ... Starting materials: C, CCCCCCC(OC(=O)c1ccc(C(=O)OCc2ccccc2)cc1)C(F)(F)F, [H][H], C1CCOC1, [Pd]. Product: CCCCCCC(OC(=O)c1ccc(C(=O)O)cc1)C(F)(F)F. As a reaction SMILES: [C:33].[CH2:1]([c:2]1[cH:3][cH:4][cH:5][cH:6][cH:7]1)[O:8][C:9]([c:10]1[cH:11][cH:12][c:13]([C:16](=[O:17])[O:18][CH:19]([CH2:20][CH2:21][CH2:22][CH2:23][CH2:24][CH3:25])[C:26]([F:27])([F:28])[F:29])[cH:14][cH:15]1)=[O:30].[H:31][H:32].[O:35]1[CH2:36][CH2:37][CH2:38][CH2:39]1.[Pd:34]>>[O:8]=[C:9]([c:10]1[cH:11][cH:12][c:13]([C:16](=[O:17])[O:18][CH:19]([CH2:20][CH2:21][CH2:22][CH2:23][CH2:24][CH3:25])[C:26]([F:27])([F:28])[F:29])[cH:14][cH:15]1)[OH:30]. Yields the product OC(c1ccc(Br)cc1F)c1ccccc1C(F)(F)F. Reaction SMILES: [Br-:1].[Br:13][c:14]1[cH:15][c:16]([F:22])[c:17]([CH:18]=[O:19])[cH:20][cH:21]1.[F:23][C:24]([F:25])([F:26])[c:27]1[cH:28][c:29]([Cl:30])[cH:31][cH:32][c:33]1[CH:34]([OH:35])[c:36]1[cH:37][cH:38][cH:39][cH:40][cH:41]1.[F:2][C:3]([c:4]1[c:5]([Mg+:10])[cH:6][cH:7][cH:8][cH:9]1)([F:11])[F:12]>>[F:2][C:3]([c:4]1[c:5]([CH:18]([c:17]2[c:16]([F:22])[cH:15][c:14]([Br:13])[cH:21][cH:20]2)[OH:19])[cH:6][cH:7][cH:8][cH:9]1)([F:11])[F:12]. The reactants are [Br-], O=Cc1ccc(Br)cc1F, OC(c1ccccc1)c1ccc(Cl)cc1C(F)(F)F, FC(F)(F)c1ccccc1[Mg+].